The task is: describe an organic reaction: reactants, conditions, products, and yield. This data is from the Open Reaction Database (ORD), a public repository of structured organic reaction records. Starting materials: ice water, [BH4-].[Na+] (sodium borohydride), FC(C(=O)O)(F)F (trifluoroacetic acid), ice water, CON=C1[C@@H]([C@H](C1)CO[Si](C)(C)C(C)(C)C)CO[Si](C)(C)C(C)(C)C ([2R,3S]-2,3-bis(((1,1-Dimethylethyl)dimethylsilyl)oxymethyl) cyclobutanone-O-methyl oxime). Run in O1CCCC1 (THF), O1CCCC1 (tetrahydrofuran). Reaction conditions: time 8 hour. Product: CC(C)(C)[Si](OC[C@H]1[C@@H](C[C@@H]1CO[Si](C)(C)C(C)(C)C)N)(C)C ([1R,2R,3S]-2,3-bis(((1,1-Dimethylethyl)dimethylsilyl) oxymethyl)-cyclobutylamine). RXN SMILES: [BH4-].[Na+].FC(F)(F)C(O)=O.CO[N:12]=[C:13]1[CH2:16][C@H:15]([CH2:17][O:18][Si:19]([C:22]([CH3:25])([CH3:24])[CH3:23])([CH3:21])[CH3:20])[C@H:14]1[CH2:26][O:27][Si:28]([C:31]([CH3:34])([CH3:33])[CH3:32])([CH3:30])[CH3:29]>O1CCCC1>[CH3:34][C:31]([Si:28]([CH3:30])([CH3:29])[O:27][CH2:26][C@@H:14]1[C@@H:15]([CH2:17][O:18][Si:19]([C:22]([CH3:25])([CH3:24])[CH3:23])([CH3:21])[CH3:20])[CH2:16][C@H:13]1[NH2:12])([CH3:32])[CH3:33] |f:0.1|. Procedure: To 186.3 g (4.9 mol) of sodium borohydride in 4 L of tetrahydrofuran (THF) was added (over a 30 minute period) 376 mL (4.9 mol) of trifluoroacetic acid (TFA), with ice water cooling to maintain temperature below 15° C. [2R,3S]-2,3-bis(((1,1-Dimethylethyl)dimethylsilyl)oxymethyl) cyclobutanone-O-methyl oxime (400 g, 1.03 mol), from Step 1E, in 3 L of THF was added with ice water cooling to maintain the temperature below 20° C. After stirring the reaction mixture at ambient temperature overnight, ... The reactants are CC1(C=2C(=CC(=CC2C(CC1)(C)C)C=O)OCCOCC)C (5,5,8,8-tetramethyl-4-(2-ethoxyethoxy)-5,6,7,8-tetrahydronaphthalene-2-carbaldehyde), C1CCOC1 (THF), C(#C)[Mg]Br (ethynylmagnesium bromide). Reaction conditions: time 1 hour. The product is CC1C=2C(=CC(=CC2C(CC1C)(C)C)C(C#C)O)OCCOCC (1-[5,6,8,8-Tetramethyl-4-(2-ethoxyethoxy)-5,6,7,8-tetrahydronaphth-2-yl]prop-2-yn-1-ol). Isolated yield 97.0%. RXN SMILES: [CH3:1][C:2]1(C)[CH2:11][CH2:10][C:9]([CH3:13])([CH3:12])[C:8]2[CH:7]=[C:6]([CH:14]=[O:15])[CH:5]=[C:4]([O:16][CH2:17][CH2:18][O:19][CH2:20][CH3:21])[C:3]1=2.[C:23]([Mg]Br)#[CH:24].[CH2:27]1COCC1>>[CH3:1][CH:2]1[CH:11]([CH3:27])[CH2:10][C:9]([CH3:12])([CH3:13])[C:8]2[CH:7]=[C:6]([CH:14]([OH:15])[C:23]#[CH:24])[CH:5]=[C:4]([O:16][CH2:17][CH2:18][O:19][CH2:20][CH3:21])[C:3]1=2. Procedure: 40 g (131 mmol) of 5,5,8,8-tetramethyl-4-(2-ethoxyethoxy)-5,6,7,8-tetrahydronaphthalene-2-carbaldehyde are dissolved in 400 mL of THF. 290 mL (145 mmol) of 0.5N ethynylmagnesium bromide solution are added and the reaction medium is then stirred for 1 hour. After treatment with 1N hydrochloric acid solution and extraction with ethyl acetate, followed by evaporation, the residue is purified by chromatography on a column of silica (eluent: 8/2 heptane/EtOAC). A yellow oil is obtained (m=42 g; yield... Reactants: C(C)C=1SC2=C(N1)C=1C(CC2)=C(SC1SC)C(=O)O (2-Ethyl-4,5-dihydro-8-methylthiothieno[3,4-e]benzothiazole-6-carboxylic acid), C(C(=O)Cl)(=O)Cl (oxalyl chloride), CN(C=O)C (N,N-dimethylformamide). Solvent: O1CCCC1 (tetrahydrofuran). Conditions: time 2 hour. Yields the product C(C)C=1SC2=C(N1)C=1C(CC2)=C(SC1SC)C(=O)N (2-ethyl-4,5-dihydro-8-methylthiothieno[3,4-e]benzothiazole-6-carboxamide). Isolated yield 85.0%. RXN SMILES: [CH2:1]([C:3]1[S:4][C:5]2[CH2:11][CH2:10][C:9]3=[C:12]([C:17]([OH:19])=O)[S:13][C:14]([S:15][CH3:16])=[C:8]3[C:6]=2[N:7]=1)[CH3:2].C(Cl)(=O)C(Cl)=O.C[N:27](C)C=O>O1CCCC1>[CH2:1]([C:3]1[S:4][C:5]2[CH2:11][CH2:10][C:9]3=[C:12]([C:17]([NH2:27])=[O:19])[S:13][C:14]([S:15][CH3:16])=[C:8]3[C:6]=2[N:7]=1)[CH3:2]. Procedure details: 2-Ethyl-4,5-dihydro-8-methylthiothieno[3,4-e]benzothiazole-6-carboxylic acid (0.47 g) was suspended in tetrahydrofuran (15 ml); oxalyl chloride (0.29 g) and then N,N-dimethylformamide (6 l) were added. After this mixture was stirred at room temperature for 2 hours, it was concentrated under reduced pressure. The residue was suspended in tetrahydrofuran (8 ml); this suspension was added to a solution of diethyl 4-aminobenzylphosphonate (0.40 g), triethylamine (0.17 g) and tetrahydrofuran (15 ml) ...